Dataset: the Open Reaction Database (ORD), a public repository of structured organic reaction records. Task: describe an organic reaction: reactants, conditions, products, and yield The reactants are COc1cccc(Nc2c(C(N)=O)cnc3c(C)cc(S(=O)(=O)c4cccc(C(=O)NCCCCCCCC=O)c4)cc23)c1, COc1cccc(Nc2c(C(N)=O)cnc3c(C)cc(S(=O)(=O)CCCCCCCCCCCO)cc23)c1. The product is COc1cccc(Nc2c(C(N)=O)cnc3c(C)cc(S(=O)(=O)CCCCCCCCCCC=O)cc23)c1. Reaction SMILES: [CH3:1][O:2][c:3]1[cH:4][c:5]([NH:6][c:7]2[c:8]3[c:9]([c:10]([CH3:11])[cH:12][c:13]([S:14]([c:15]4[cH:16][cH:17][cH:18][c:19]([C:20](=[O:21])[NH:22][CH2:23][CH2:24][CH2:25][CH2:26][CH2:27][CH2:28][CH2:29][CH:30]=[O:31])[cH:32]4)(=[O:33])=[O:34])[cH:35]3)[n:36][cH:37][c:38]2[C:39]([NH2:40])=[O:41])[cH:42][cH:43][cH:44]1.[OH:45][CH2:46][CH2:47][CH2:48][CH2:49][CH2:50][CH2:51][CH2:52][CH2:53][CH2:54][CH2:55][CH2:56][S:57](=[O:58])(=[O:59])[c:60]1[cH:61][c:62]2[c:63]([NH:74][c:75]3[cH:76][c:77]([O:81][CH3:82])[cH:78][cH:79][cH:80]3)[c:64]([C:71](=[O:72])[NH2:73])[cH:65][n:66][c:67]2[c:68]([CH3:70])[cH:69]1>>[O:45]=[CH:46][CH2:47][CH2:48][CH2:49][CH2:50][CH2:51][CH2:52][CH2:53][CH2:54][CH2:55][CH2:56][S:57](=[O:58])(=[O:59])[c:60]1[cH:61][c:62]2[c:63]([NH:74][c:75]3[cH:76][c:77]([O:81][CH3:82])[cH:78][cH:79][cH:80]3)[c:64]([C:71](=[O:72])[NH2:73])[cH:65][n:66][c:67]2[c:68]([CH3:70])[cH:69]1. The yield is 100.5%. Reagents/catalysts: CN(C)C=1C=CN=CC1 (DMAP). Product: N([C@H](CC1=CC=CC=C1)C(=O)O)C(=O)OC(C)(C)C.C1(=CC=CC=C1)S(=O)(=O)N (Boc-D-Phe benzenesulfonamide). The solvent is C(Cl)Cl (CH2Cl2). Reported procedure: Boc-D-Phe-OH (0.20 g), benzenesulfonamide (0.13 g), DMAP (0.11 g) WSCD.HCl (0.17 g) and CH2Cl2 (4 ml) were reacted in a similar manner to that of Preparation 1-1) to give Boc-D-Phe-benzenesulfonamide (0.32 g). The reactants are N([C@H](CC1=CC=CC=C1)C(=O)O)C(=O)OC(C)(C)C (Boc-D-Phe-OH), C1(=CC=CC=C1)S(=O)(=O)N (benzenesulfonamide), Cl (HCl). RXN SMILES: [NH:1]([C:13]([O:15][C:16]([CH3:19])([CH3:18])[CH3:17])=[O:14])[C@@H:2]([C:10]([OH:12])=[O:11])[CH2:3][C:4]1[CH:9]=[CH:8][CH:7]=[CH:6][CH:5]=1.[C:20]1([S:26]([NH2:29])(=[O:28])=[O:27])[CH:25]=[CH:24][CH:23]=[CH:22][CH:21]=1.Cl>CN(C1C=CN=CC=1)C.C(Cl)Cl>[NH:1]([C:13]([O:15][C:16]([CH3:19])([CH3:18])[CH3:17])=[O:14])[C@@H:2]([C:10]([OH:12])=[O:11])[CH2:3][C:4]1[CH:9]=[CH:8][CH:7]=[CH:6][CH:5]=1.[C:20]1([S:26]([NH2:29])(=[O:28])=[O:27])[CH:25]=[CH:24][CH:23]=[CH:22][CH:21]=1 |f:5.6|. Reactants: BrCCCCCC(=O)NC=1C(=NC(=CC1)SC)SC (6-bromo-N-[2,6-bis(methylthio)-3-pyridyl]hexanamide), SC=1OC2=C(N1)C=CC=C2 (2-mercaptobenzoxazole), C1COCCOCCOCCOCCOCCO1 (18-crown-6), C([O-])([O-])=O.[K+].[K+] (potassium carbonate). Run in CN(C)C=O (DMF), O (water). Reaction conditions: temperature 80 celsius, time 3 hour. The product is O1C(=NC2=C1C=CC=C2)SCCCCCC(=O)NC=2C(=NC(=CC2)SC)SC (6-(benzoxazol-2-ylthio)-N-[2,6-bis(methylthio)-3-pyridyl]hexanamide). The yield is 68.4%. As a reaction SMILES: Br[CH2:2][CH2:3][CH2:4][CH2:5][CH2:6][C:7]([NH:9][C:10]1[C:11]([S:18][CH3:19])=[N:12][C:13]([S:16][CH3:17])=[CH:14][CH:15]=1)=[O:8].[SH:20][C:21]1[O:22][C:23]2[CH:29]=[CH:28][CH:27]=[CH:26][C:24]=2[N:25]=1.C1OCCOCCOCCOCCOCCOC1.C(=O)([O-])[O-].[K+].[K+]>O.CN(C=O)C>[O:22]1[C:23]2[CH:29]=[CH:28][CH:27]=[CH:26][C:24]=2[N:25]=[C:21]1[S:20][CH2:2][CH2:3][CH2:4][CH2:5][CH2:6][C:7]([NH:9][C:10]1[C:11]([S:18][CH3:19])=[N:12][C:13]([S:16][CH3:17])=[CH:14][CH:15]=1)=[O:8] |f:3.4.5|. Reported procedure: Triethylamine (196 mg, 1.94 mmol) was added to a THF (3 ml) solution of this aminopyridine (301 mg, 1.62 mmol), and a THF (1 ml) solution of 6-bromohexanoyl chloride (345 mg, 1.62 mmol) was then slowly added thereto dropwise while being cooled with ice, and the mixture was stirred at 0° C. for 3 hours. The reaction mixture was diluted with water, and extracted with ethyl acetate. The organic layer was washed with water and then with a saturated aqueous solution of sodium chloride, and dried over... Reactants: [H-].[H-].[H-].[H-].[Li+].[Al+3] (LiAlH4), FC(C=1C=C(C=CC1)C=CC(C)=O)(F)F (4-(3-(trifluoromethyl)phenyl)but-3-en-2-one). The solvent is C1CCOC1 (THF). Conditions: time 1 hour. The product is FC(C=1C=C(C=CC1)CCC(C)O)(F)F (4-(3-(trifluoromethyl)phenyl)-butan -2-ol). Yield: 89.3%. RXN SMILES: [H-].[H-].[H-].[H-].[Li+].[Al+3].[F:7][C:8]([F:21])([F:20])[C:9]1[CH:10]=[C:11]([CH:15]=[CH:16][C:17](=[O:19])[CH3:18])[CH:12]=[CH:13][CH:14]=1>C1COCC1>[F:7][C:8]([F:20])([F:21])[C:9]1[CH:10]=[C:11]([CH2:15][CH2:16][CH:17]([OH:19])[CH3:18])[CH:12]=[CH:13][CH:14]=1 |f:0.1.2.3.4.5|. Procedure details: 590 mg (15.4 mmol) of LiAlH4 were added in portions at 0° C. to a solution of 2.2 g (10.3 mmol) of 4-(3-(trifluoromethyl)phenyl)but-3-en-2-one in THF (20 ml), and stirring was then carried out for 1 h at RT. The mixture was then quenched at 0° C. with a sat. aq. Na2SO4 sol. and the reaction solution was filtered over kieselguhr. The filtrate was extracted with EA (3×60 ml) and the combined organic phases were washed with water, dried over Na2SO4, filtered and concentrated in vacuo. There were ob...